Dataset: the Open Reaction Database (ORD), a public repository of structured organic reaction records. Task: describe an organic reaction: reactants, conditions, products, and yield RXN SMILES: [CH2:1]([CH3:2])[O:3][C:4](=[O:5])[c:6]1[cH:7][n:8][c:9]([CH3:11])[s:10]1.[CH3:12][C:13]([O:14][C:15](=[O:16])[CH3:17])=[O:18].[CH3:19][C:20](=[O:21])[OH:22].[CH3:23][c:24]1[c:25]([CH:35]=[O:36])[c:26](-[c:29]2[cH:30][cH:31][cH:32][cH:33][cH:34]2)[n:27][o:28]1.[OH2:37]>>[CH2:1]([CH3:2])[O:3][C:4](=[O:5])[c:6]1[cH:7][n:8][c:9]([CH:11]=[CH:35][c:25]2[c:24]([CH3:23])[o:28][n:27][c:26]2-[c:29]2[cH:30][cH:31][cH:32][cH:33][cH:34]2)[s:10]1. Reactants: CCOC(=O)c1cnc(C)s1, CC(=O)OC(C)=O, CC(=O)O, Cc1onc(-c2ccccc2)c1C=O, O. The product is CCOC(=O)c1cnc(C=Cc2c(-c3ccccc3)noc2C)s1. The reactants are FC(C1=NN(C=C1)C1=CC=C(C=C1)OC)(F)F (3-Trifluoromethyl-1-(4-methoxyphenyl)-1H-pyrazole), N-(2′-aminosulfonyl-[1,1′]-biphen-4-yl)carboxyamide, FC(C1=NN(C=C1)C1=CC=C(C=C1)OC)(F)F (3-Trifluoromethyl-1-(4-methoxyphenyl)-1H-pyrazole), N-(2′-N-t-butylaminosulfonyl-[1,1′]-biphen-4-yl)carboxyamide, FC(C(=O)O)(F)F (trifluoroacetic acid). Product: FC(C1=NN(C(=C1)C(=O)O)C1=CC=C(C=C1)OC)(F)F (3-Trifluoromethyl-1-(4-methoxyphenyl)-1H-pyrazole-5-carboxylic acid). Reaction SMILES: [F:1][C:2]([F:17])([F:16])[C:3]1[CH:7]=[CH:6][N:5]([C:8]2[CH:13]=[CH:12][C:11]([O:14][CH3:15])=[CH:10][CH:9]=2)[N:4]=1.FC(F)(F)[C:20]([OH:22])=[O:21]>>[F:17][C:2]([F:1])([F:16])[C:3]1[CH:7]=[C:6]([C:20]([OH:22])=[O:21])[N:5]([C:8]2[CH:9]=[CH:10][C:11]([O:14][CH3:15])=[CH:12][CH:13]=2)[N:4]=1. Procedure: 3-Trifluoromethyl-1-(4-methoxyphenyl)-1H-pyrazole-5-(N-(2′-aminosulfonyl-[1,1′]-biphen-4-yl)carboxyamide: 3-Trifluoromethyl-1-(4-methoxyphenyl)-1H-pyrazole-5-(N-(2′-N-t-butylaminosulfonyl-[1,1′]-biphen-4-yl)carboxyamide (0.66 g) was dissolved in trifluoroacetic acid (20 mL) and heated at reflux for 30 min. The reaction was evaporated, then dissolved in ethyl acetate and washed with 1N sodium hydroxide solution (2×) and brine. This solution was dried and evaporated to 0.48 g of crude product. Thi... The reactants are C1(=CC=CC=C1)N1CCN(CC1)CCCN (1-phenyl-4-(3-aminopropyl)-piperazine), C1(=CC=CC=C1)C(N1CCN(CC1)CCCN)C1=CC=CC=C1 (1-diphenylmethyl-4-(3-aminopropyl)-piperazine), N(=C=O)C(CC(=O)OC)(C)C (methyl 3-isocyanatoisovalerate). Solvent: C1(=CC=CC=C1)C (toluene), C1(=CC=CC=C1)C (toluene). The product is C1(=CC=CC=C1)C(N(C(=O)NCCCN1CCNCC1)C(CC(=O)OC)(C)C)C1=CC=CC=C1 (methyl 3-(1-diphenylmethylpiperazin-4-ylpropylureido)-isovalerate). As a reaction SMILES: [C:1]1([CH:7]([C:18]2[CH:23]=[CH:22][CH:21]=[CH:20][CH:19]=2)N2CCN(CCCN)CC2)[CH:6]=[CH:5][CH:4]=[CH:3][CH:2]=1.C1([N:30]2[CH2:35][CH2:34][N:33]([CH2:36][CH2:37][CH2:38][NH2:39])[CH2:32][CH2:31]2)C=CC=CC=1.[N:40]([C:43]([CH3:50])([CH3:49])[CH2:44][C:45]([O:47][CH3:48])=[O:46])=[C:41]=[O:42]>C1(C)C=CC=CC=1>[C:1]1([CH:7]([C:18]2[CH:19]=[CH:20][CH:21]=[CH:22][CH:23]=2)[N:40]([C:43]([CH3:50])([CH3:49])[CH2:44][C:45]([O:47][CH3:48])=[O:46])[C:41]([NH:39][CH2:38][CH2:37][CH2:36][N:33]2[CH2:32][CH2:31][NH:30][CH2:35][CH2:34]2)=[O:42])[CH:6]=[CH:5][CH:4]=[CH:3][CH:2]=1. Procedure: 9.0 g (0.029 mol) of 1-diphenylmethyl-4-(3-aminopropyl)-piperazine are dissolved in 30 ml of toluene and according to process alternative (a) mixed with stirring with a mixture of 4.6 g (0.029 mol) of methyl 3-isocyanatoisovalerate and 20 ml of toluene. The mixture is heated for 30 minutes to approximately 70° C., evaporated to dryness under reduced pressure and the oily residue rubbed after the addition of diethyl ether. The methyl 3-(1-diphenylmethylpiperazin-4-ylpropylureido)-isovalerate thus... The reactants are O=C(O)c1ccc(C(=O)O)c(Cl)c1, ClCCl, NCc1cccc2c1cnn2C1CCCCO1. Yields the product O=C(NCc1cccc2c1cnn2C1CCCCO1)c1ccc(C(=O)O)c(Cl)c1. Reaction SMILES: [Cl:1][c:2]1[c:3]([C:11](=[O:12])[OH:13])[cH:4][cH:5][c:6]([C:8](=[O:9])[OH:10])[cH:7]1.[Cl:31][CH2:32][Cl:33].[NH2:14][CH2:15][c:16]1[c:17]2[cH:18][n:19][n:20]([CH:25]3[O:26][CH2:27][CH2:28][CH2:29][CH2:30]3)[c:21]2[cH:22][cH:23][cH:24]1>>[Cl:1][c:2]1[c:3]([C:11](=[O:12])[OH:13])[cH:4][cH:5][c:6]([C:8](=[O:10])[NH:14][CH2:15][c:16]2[c:17]3[cH:18][n:19][n:20]([CH:25]4[O:26][CH2:27][CH2:28][CH2:29][CH2:30]4)[c:21]3[cH:22][cH:23][cH:24]2)[cH:7]1. Starting materials: O=C1NCCN1c1cccc(NCc2ccccc2)c1, ClCCl, O=S(=O)(Cl)c1ccccc1, c1ccncc1. The product is O=C1NCCN1c1cccc(N(Cc2ccccc2)S(=O)(=O)c2ccccc2)c1. As a reaction SMILES: [CH2:1]([c:2]1[cH:3][cH:4][cH:5][cH:6][cH:7]1)[NH:8][c:9]1[cH:10][c:11]([N:15]2[C:16](=[O:20])[NH:17][CH2:18][CH2:19]2)[cH:12][cH:13][cH:14]1.[Cl:37][CH2:38][Cl:39].[c:21]1([S:27](=[O:28])(=[O:29])[Cl:30])[cH:22][cH:23][cH:24][cH:25][cH:26]1.[cH:31]1[cH:32][cH:33][n:34][cH:35][cH:36]1>>[CH2:1]([c:2]1[cH:3][cH:4][cH:5][cH:6][cH:7]1)[N:8]([c:9]1[cH:10][c:11]([N:15]2[C:16](=[O:20])[NH:17][CH2:18][CH2:19]2)[cH:12][cH:13][cH:14]1)[S:27]([c:21]1[cH:22][cH:23][cH:24][cH:25][cH:26]1)(=[O:28])=[O:29]. The reactants are O=C([O-])[O-], [Na+], [Na+], CCOC(=O)CCC(=O)c1ccc(-n2ccnc2)nc1. Yields the product O=C(O)CCC(=O)c1ccc(-n2ccnc2)nc1. As a reaction SMILES: [C:21](=[O:22])([O-:23])[O-:24].[Na+:25].[Na+:26].[n:1]1(-[c:6]2[cH:7][cH:8][c:9]([C:12]([CH2:13][CH2:14][C:15](=[O:16])[O:17][CH2:18][CH3:19])=[O:20])[cH:10][n:11]2)[cH:2][n:3][cH:4][cH:5]1>>[n:1]1(-[c:6]2[cH:7][cH:8][c:9]([C:12]([CH2:13][CH2:14][C:15](=[O:16])[OH:17])=[O:20])[cH:10][n:11]2)[cH:2][n:3][cH:4][cH:5]1. Starting materials: C(C)(C)(C)OC(CCCCCCCCCCCCCCBr)=O (15-Bromo-pentadecanoic acid tert-butyl ester), COC(C1=CC(C(=O)OC(C)(C)C)=C(C=C1)O)=O (4-hydroxy isophthalic acid 3-tert-butyl ester 1-methyl ester), C(=O)([O-])[O-].[K+].[K+] (K2CO3), C(C)#N (acetonitrile). The solvent is CCCCCCC.CCOC(=O)C (heptane AcOEt). Product: COC(C1=CC(C(=O)OC(C)(C)C)=C(C=C1)OCCCCCCCCCCCCCCC(=O)OC(C)(C)C)=O (4-(14-tert-Butoxycarbonyl-tetradecyloxy)-isophthalic acid 3-tert-butyl ester 1-methyl ester). Yield: 96.4%. As a reaction SMILES: [C:1]([O:5][C:6](=[O:22])[CH2:7][CH2:8][CH2:9][CH2:10][CH2:11][CH2:12][CH2:13][CH2:14][CH2:15][CH2:16][CH2:17][CH2:18][CH2:19][CH2:20]Br)([CH3:4])([CH3:3])[CH3:2].[CH3:23][O:24][C:25](=[O:40])[C:26]1[CH:38]=[CH:37][C:36]([OH:39])=[C:28]([C:29]([O:31][C:32]([CH3:35])([CH3:34])[CH3:33])=[O:30])[CH:27]=1.C([O-])([O-])=O.[K+].[K+].C(#N)C>CCCCCCC.CCOC(C)=O>[CH3:23][O:24][C:25](=[O:40])[C:26]1[CH:38]=[CH:37][C:36]([O:39][CH2:20][CH2:19][CH2:18][CH2:17][CH2:16][CH2:15][CH2:14][CH2:13][CH2:12][CH2:11][CH2:10][CH2:9][CH2:8][CH2:7][C:6]([O:5][C:1]([CH3:4])([CH3:3])[CH3:2])=[O:22])=[C:28]([C:29]([O:31][C:32]([CH3:35])([CH3:33])[CH3:34])=[O:30])[CH:27]=1 |f:2.3.4,6.7|. Reported procedure: 15-Bromo-pentadecanoic acid tert-butyl ester (598 mg, 1.59 mmol), 4-hydroxy isophthalic acid 3-tert-butyl ester 1-methyl ester (400 mg, 1.59 mmol) and K2CO3 (329 mg, 2.38 mmol) were placed in a flask with acetonitrile (25 ml) and refluxed under N2. The reaction was followed via TLC (4:1 heptane/AcOEt). After 13 h the sample was concentrated under vacuum to near dryness. AcOEt (50 ml) and water (25 ml) were added to the residue. The phases were separated and the organic phase was washed with wate... As a reaction SMILES: [CH3:1][O:2][C:3]1[CH:8]=[CH:7][C:6]([C@H:9]2[C@@H:15]([OH:16])[C:14](=[O:17])[N:13]([CH2:18][CH2:19][N:20]([CH3:22])[CH3:21])[C:12]3[CH:23]=[CH:24][CH:25]=[CH:26][C:11]=3[S:10]2)=[CH:5][CH:4]=1.C(=O)(O)[O-].[Na+].[N+:32]([C:35]1[CH:43]=[CH:42][C:38]([C:39](Cl)=[O:40])=[CH:37][CH:36]=1)([O-:34])=[O:33].O>CC(C)=O>[CH3:1][O:2][C:3]1[CH:4]=[CH:5][C:6]([C@H:9]2[C@@H:15]([O:16][C:39](=[O:40])[C:38]3[CH:37]=[CH:36][C:35]([N+:32]([O-:34])=[O:33])=[CH:43][CH:42]=3)[C:14](=[O:17])[N:13]([CH2:18][CH2:19][N:20]([CH3:22])[CH3:21])[C:12]3[CH:23]=[CH:24][CH:25]=[CH:26][C:11]=3[S:10]2)=[CH:7][CH:8]=1 |f:1.2|. Yields the product COC1=CC=C(C=C1)[C@@H]1SC2=C(N(C([C@@H]1OC(C1=CC=C(C=C1)[N+](=O)[O-])=O)=O)CCN(C)C)C=CC=C2 ((+)-cis-2-(4-methoxyphenyl)-3-(4-nitrobenzoyloxy)-5-[2-(dimethylamino)-ethyl]-2,3-dihydro-1,5-benzothiazepin-4(5H)-one). The solvent is CC(=O)C (acetone). Starting materials: O (water), COC1=CC=C(C=C1)[C@@H]1SC2=C(N(C([C@@H]1O)=O)CCN(C)C)C=CC=C2 ((+)-cis-2-(4-methoxyphenyl)-3-hydroxy-5-[2-(dimethylamino)ethyl]-2,3-dihydro-1,5-benzothiazepin-4(5H)-one), [N+](=O)([O-])C1=CC=C(C(=O)Cl)C=C1 (4-nitrobenzoyl chloride), C([O-])(O)=O.[Na+] (sodium bicarbonate). Procedure details: 11.2 g of (+)-cis-2-(4-methoxyphenyl)-3-hydroxy-5-[2-(dimethylamino)ethyl]-2,3-dihydro-1,5-benzothiazepin-4(5H)-one are dissolved in 120 ml of acetone, and 7.56 g of sodium bicarbonate are added thereto. 6.4 g of 4-nitrobenzoyl chloride are added to the mixture under ice-cooling and under stirring, and said mixture is stirred at room temperature for 2 hours. After the reaction, 10 ml of water are added to the mixture to dissolve inorganic materials, and said mixture is evaporated under reduced p... The yield is 59.3%. Starting materials: NC1=C(C(=O)C2=CC=CC=C2)C=C(C=C1)[N+](=O)[O-] (2-amino-5-nitro benzophenone), C(C)OC(C(C(=O)OCC)NC(CCl)=O)=O ((2-chloroacetamido)-malonic acid diethyl ester), C([O-])([O-])=O.[K+].[K+] (potassium carbonate), N(=O)[O-].[Na+] (sodium nitrite), diazonium salt, ice, [Cl-].[Na+] (sodium chloride). Run in CC(=O)C (acetone), C(C)(=O)O (acetic acid), O (water), Cl (hydrochloric acid), C1=CC=CC=C1 (benzene). The product is C(C)OC(C(C(=O)OCC)(N=NC1=C(C=C(C=C1)[N+](=O)[O-])C(C1=CC=CC=C1)=O)NC(CCl)=O)=O ((2-chloroacetamido) (2-benzoyl-4-nitrophenylazo)-malonic acid diethyl ester). RXN SMILES: [NH2:1][C:2]1[CH:15]=[CH:14][C:13]([N+:16]([O-:18])=[O:17])=[CH:12][C:3]=1[C:4]([C:6]1[CH:11]=[CH:10][CH:9]=[CH:8][CH:7]=1)=[O:5].[N:19]([O-])=O.[Na+].[CH2:23]([O:25][C:26](=[O:38])[CH:27]([NH:33][C:34](=[O:37])[CH2:35][Cl:36])[C:28]([O:30][CH2:31][CH3:32])=[O:29])[CH3:24].C(=O)([O-])[O-].[K+].[K+].[Cl-].[Na+]>C(O)(=O)C.Cl.CC(C)=O.O.C1C=CC=CC=1>[CH2:23]([O:25][C:26](=[O:38])[C:27]([NH:33][C:34](=[O:37])[CH2:35][Cl:36])([N:19]=[N:1][C:2]1[CH:15]=[CH:14][C:13]([N+:16]([O-:18])=[O:17])=[CH:12][C:3]=1[C:4](=[O:5])[C:6]1[CH:7]=[CH:8][CH:9]=[CH:10][CH:11]=1)[C:28]([O:30][CH2:31][CH3:32])=[O:29])[CH3:24] |f:1.2,4.5.6,7.8|. Procedure: A solution of 20 g (0.826 mole) of 2-amino-5-nitro benzophenone (cp. Ullmann, Ber. 31, 1965) in 400 ml of glacial acetic acid and 20 ml of conc. hydrochloric acid is diazotised at 20°-25°, with stirring, with 16.5 ml (0.826 mole) of aqueous sodium nitrite solution. To the obtained diazonium salt solution there are added 400 g of ice, and rapidly dropwise a solution of 174 g (0.69 mole) of (2-chloroacetamido)-malonic acid diethyl ester [cp. Ajay Kumar Bose, J. Indian Chem. Soc. 31, 108-110 (1954)... RXN SMILES: [CH3:1][NH:2][c:3]1[c:4]([N+:28]([O-:29])=[O:30])[cH:5][c:6]([O:7][c:8]2[cH:9][c:10]([NH:14][C:15]([CH2:16][N:17]3[CH2:18][CH2:19][N:20]([CH2:23][CH3:24])[CH2:21][CH2:22]3)=[O:25])[n:11][cH:12][cH:13]2)[cH:26][cH:27]1.[CH3:32][OH:33].[Pb:31]>>[CH3:1][NH:2][c:3]1[c:4]([NH2:28])[cH:5][c:6]([O:7][c:8]2[cH:9][c:10]([NH:14][C:15]([CH2:16][N:17]3[CH2:18][CH2:19][N:20]([CH2:23][CH3:24])[CH2:21][CH2:22]3)=[O:25])[n:11][cH:12][cH:13]2)[cH:26][cH:27]1. Reactants: CCN1CCN(CC(=O)Nc2cc(Oc3ccc(NC)c([N+](=O)[O-])c3)ccn2)CC1, CO, [Pb]. Product: CCN1CCN(CC(=O)Nc2cc(Oc3ccc(NC)c(N)c3)ccn2)CC1.